This data is from the Open Reaction Database (ORD), a public repository of structured organic reaction records. The task is: describe an organic reaction: reactants, conditions, products, and yield Starting materials: OC=1C(=NC=CC1)C(=O)O (3-hydroxypyridine-2-carboxylic acid), ON1N=NC2=C1C=CC=C2 (1-hydroxy-1H-benzotriazole), C(C)N1CCOCC1 (N-ethylmorpholine), COS(=O)(=O)C1=CC=C(C=C1)C.C1(CCCCC1)N=C=NCCN1CCOCC1 (N-cyclohexyl-N'-(2-morpholinoethyl)carbodiimide methyl-p-toluenesulfonate), S(=O)(=O)(O)C1=CC=C(C)C=C1.C(CCCCCCCCCCC)OC(CN)=O (glycine 1-dodecyl ester tosylate). Solvent: ClCCl (dichloromethane). Reaction conditions: temperature 20 celsius, time 50 hour. Yields the product C(CCCCCCCCCCC)OC(=O)CNC(=O)C1=NC=CC=C1O (3-Hydroxypyridine-2-carboxylic acid N-(((1-dodecyloxy)carbonyl)methyl)amide). As a reaction SMILES: [OH:1][C:2]1[C:3]([C:8]([OH:10])=O)=[N:4][CH:5]=[CH:6][CH:7]=1.ON1C2C=CC=CC=2N=N1.C(N1CCOCC1)C.COS(C1C=CC(C)=CC=1)(=O)=O.C1(N=C=NCCN2CCOCC2)CCCCC1.S(C1C=CC(C)=CC=1)(O)(=O)=O.[CH2:69]([O:81][C:82](=[O:85])[CH2:83][NH2:84])[CH2:70][CH2:71][CH2:72][CH2:73][CH2:74][CH2:75][CH2:76][CH2:77][CH2:78][CH2:79][CH3:80]>ClCCl>[CH2:69]([O:81][C:82]([CH2:83][NH:84][C:8]([C:3]1[C:2]([OH:1])=[CH:7][CH:6]=[CH:5][N:4]=1)=[O:10])=[O:85])[CH2:70][CH2:71][CH2:72][CH2:73][CH2:74][CH2:75][CH2:76][CH2:77][CH2:78][CH2:79][CH3:80] |f:3.4,5.6|. Procedure details: 7 g (50 mmol) of 3-hydroxypyridine-2-carboxylic acid were suspended in 800 ml of anhydrous dichloromethane and treated with 7.5 g (55 mmol) of 1-hydroxy-1H-benzotriazole, 19.2 ml (150 mmol) of N-ethylmorpholine, 21.2 g (50 mmol) of N-cyclohexyl-N'-(2-morpholinoethyl)carbodiimide methyl-p-toluenesulfonate (CMC) and 20.8 g (50 mmol) of glycine 1-dodecyl ester tosylate and the mixture was stirred at 20° C. for 50 h. The reactants are C1CCOC1, CCN=C=NCCCN(C)C, CC1(C)OCC(CON)O1, CCOC(C)=O, CCN(C(C)C)C(C)C, ClCCl, O=C([O-])c1cc2ccncc2n1Cc1ccc(I)cc1F, [Na+], On1nnc2ccccc21. Yields the product CC1(C)OCC(CONC(=O)c2cc3ccncc3n2Cc2ccc(I)cc2F)O1. RXN SMILES: [CH2:63]1[O:64][CH2:65][CH2:66][CH2:67]1.[CH3:1][CH2:2][N:3]=[C:4]=[N:5][CH2:6][CH2:7][CH2:8][N:9]([CH3:10])[CH3:11].[CH3:44][C:45]1([CH3:53])[O:46][CH2:47][CH:48]([CH2:50][O:51][NH2:52])[O:49]1.[CH3:71][CH2:72][O:73][C:74](=[O:75])[CH3:76].[CH:54]([N:55]([CH2:56][CH3:57])[CH:58]([CH3:59])[CH3:60])([CH3:61])[CH3:62].[Cl:68][CH2:69][Cl:70].[F:22][c:23]1[c:24]([CH2:25][n:26]2[c:27]([C:35](=[O:36])[O-:37])[cH:28][c:29]3[c:30]2[cH:31][n:32][cH:33][cH:34]3)[cH:38][cH:39][c:40]([I:42])[cH:41]1.[Na+:43].[OH:12][n:13]1[c:14]2[c:15]([cH:16][cH:17][cH:18][cH:19]2)[n:20][n:21]1>>[F:22][c:23]1[c:24]([CH2:25][n:26]2[c:27]([C:35](=[O:36])[NH:52][O:51][CH2:50][CH:48]3[CH2:47][O:46][C:45]([CH3:44])([CH3:53])[O:49]3)[cH:28][c:29]3[c:30]2[cH:31][n:32][cH:33][cH:34]3)[cH:38][cH:39][c:40]([I:42])[cH:41]1. The reactants are CCOC(=O)c1cn(CC)c2cc(N3CCNCC3)c(F)cc2c1=O, CC(=O)O, Cl. The product is CCn1cc(C(=O)O)c(=O)c2cc(F)c(N3CCNCC3)cc21. As a reaction SMILES: [CH2:2]([CH3:3])[O:4][C:5](=[O:6])[c:7]1[cH:8][n:9]([CH2:25][CH3:26])[c:10]2[cH:11][c:12]([N:19]3[CH2:20][CH2:21][NH:22][CH2:23][CH2:24]3)[c:13]([F:18])[cH:14][c:15]2[c:16]1=[O:17].[CH3:27][C:28](=[O:29])[OH:30].[ClH:1]>>[O:4]=[C:5]([OH:6])[c:7]1[cH:8][n:9]([CH2:25][CH3:26])[c:10]2[cH:11][c:12]([N:19]3[CH2:20][CH2:21][NH:22][CH2:23][CH2:24]3)[c:13]([F:18])[cH:14][c:15]2[c:16]1=[O:17]. Starting materials: Br.BrC(C(=O)C1=NC(=CC=C1)C)C=1C=C2C=CC=NC2=CC1 (2-bromo-1-(6-methyl-pyridin-2-yl)-2-quinolin-6-yl-ethanone hydrobromide), NC(=S)N (thiourea), C([O-])([O-])=O.[K+].[K+] (potassium carbonate). Solvent: C(C)O (ethanol). Product: CC1=CC=CC(=N1)C=1N=C(SC1C=1C=C2C=CC=NC2=CC1)N (4-(6-Methyl-pyridin-2-yl)-5-quinolin-6-yl-thiazol-2-ylamine). RXN SMILES: Br.Br[CH:3]([C:13]1[CH:14]=[C:15]2[C:20](=[CH:21][CH:22]=1)[N:19]=[CH:18][CH:17]=[CH:16]2)[C:4]([C:6]1[CH:11]=[CH:10][CH:9]=[C:8]([CH3:12])[N:7]=1)=O.[NH2:23][C:24]([NH2:26])=[S:25].C(=O)([O-])[O-].[K+].[K+]>C(O)C>[CH3:12][C:8]1[N:7]=[C:6]([C:4]2[N:23]=[C:24]([NH2:26])[S:25][C:3]=2[C:13]2[CH:14]=[C:15]3[C:20](=[CH:21][CH:22]=2)[N:19]=[CH:18][CH:17]=[CH:16]3)[CH:11]=[CH:10][CH:9]=1 |f:0.1,3.4.5|. Procedure details: A solution of 2-bromo-1-(6-methyl-pyridin-2-yl)-2-quinolin-6-yl-ethanone hydrobromide (24.5 mg, 0.072 mmol), thiourea (7.5 mg, 0.094 mmol, 1.3 equiv), and potassium carbonate (0.11 mmol, 1.5 equiv) in ethanol (1 mL) is heated to 80° C. overnight. The resulting reaction mixture is cooled to ambient temperature and concentrated in vacuo. Reverse phase high pressure liquid chromatography (a gradient from 5-30% acetonitrile in 0.1% aqueous formic acid) provides 4-(6-Methyl-pyridin-2-yl)-5-quinolin-6... Starting materials: F[B-](F)(F)F, CN1CCCC1C(=O)O, COC(=O)c1ccc2c(C3CCCCC3)c3n(c2c1)CCNCc1cc(F)ccc1-3, CCN(C(C)C)C(C)C, ClCCl, CN(C)C(On1nnc2ccccc21)=[N+](C)C. Product: COC(=O)c1ccc2c(C3CCCCC3)c3n(c2c1)CCN(C(=O)C1CCCN1C)Cc1cc(F)ccc1-3. Reaction SMILES: [B-:49]([F:50])([F:51])([F:52])[F:53].[CH3:31][N:32]1[CH:33]([C:34](=[O:35])[OH:36])[CH2:37][CH2:38][CH2:39]1.[CH:1]1([c:7]2[c:8]3[cH:9][cH:10][c:11]([C:27](=[O:28])[O:29][CH3:30])[cH:12][c:13]3[n:14]3[c:15]2-[c:16]2[c:17]([cH:22][c:23]([F:26])[cH:24][cH:25]2)[CH2:18][NH:19][CH2:20][CH2:21]3)[CH2:2][CH2:3][CH2:4][CH2:5][CH2:6]1.[CH:40]([N:41]([CH2:42][CH3:43])[CH:44]([CH3:45])[CH3:46])([CH3:47])[CH3:48].[Cl:71][CH2:72][Cl:73].[n:54]1([O:55][C:56]([N:57]([CH3:58])[CH3:59])=[N+:60]([CH3:61])[CH3:62])[c:63]2[cH:64][cH:65][cH:66][cH:67][c:68]2[n:69][n:70]1>>[CH:1]1([c:7]2[c:8]3[cH:9][cH:10][c:11]([C:27](=[O:28])[O:29][CH3:30])[cH:12][c:13]3[n:14]3[c:15]2-[c:16]2[c:17]([cH:22][c:23]([F:26])[cH:24][cH:25]2)[CH2:18][N:19]([C:34]([CH:33]2[N:32]([CH3:31])[CH2:39][CH2:38][CH2:37]2)=[O:35])[CH2:20][CH2:21]3)[CH2:2][CH2:3][CH2:4][CH2:5][CH2:6]1.